From a dataset of the Open Reaction Database (ORD), a public repository of structured organic reaction records. describe an organic reaction: reactants, conditions, products, and yield Solvent: C(C(C)C)O (isobutanol), CCCCCC (n-hexane), C(C)(=O)OCC (ethyl acetate), C([O-])(O)=O.[Na+] (sodium bicarbonate). Reaction SMILES: S1C=CC=C1CC([NH:9][CH:10]1[C:36](=[O:37])[N:12]2[C:13]([C:20]([O:22][CH:23]([C:30]3[CH:35]=[CH:34][CH:33]=[CH:32][CH:31]=3)[C:24]3[CH:29]=[CH:28][CH:27]=[CH:26][CH:25]=3)=[O:21])=[C:14]([C:17](=[O:19])[CH3:18])[CH2:15][S:16][C@H:11]12)=O.C(Cl)Cl.N1C=CC=CC=1.P(Cl)(Cl)(Cl)(Cl)Cl>C(OCC)(=O)C.C(=O)(O)[O-].[Na+].CCCCCC.C(O)C(C)C>[NH2:9][CH:10]1[C:36](=[O:37])[N:12]2[C:13]([C:20]([O:22][CH:23]([C:30]3[CH:31]=[CH:32][CH:33]=[CH:34][CH:35]=3)[C:24]3[CH:29]=[CH:28][CH:27]=[CH:26][CH:25]=3)=[O:21])=[C:14]([C:17](=[O:19])[CH3:18])[CH2:15][S:16][C@H:11]12 |f:5.6|. Yield: 77.9%. Product: NC1[C@@H]2N(C(=C(CS2)C(C)=O)C(=O)OC(C2=CC=CC=C2)C2=CC=CC=C2)C1=O (Benzhydryl 7-amino-3-acetyl-3-cephem-4-carboxylate). Reactants: S1C(=CC=C1)CC(=O)NC1[C@@H]2N(C(=C(CS2)C(C)=O)C(=O)OC(C2=CC=CC=C2)C2=CC=CC=C2)C1=O (benzhydryl 7-(2-thienylacetamido)-3-acetyl-3-cephem-4-carboxylate), P(Cl)(Cl)(Cl)(Cl)Cl (phosphorous pentachloride), C(Cl)Cl (methylene chloride), N1=CC=CC=C1 (pyridine). Procedure details: To a slurry of 0.457 g. of benzhydryl 7-(2-thienylacetamido)-3-acetyl-3-cephem-4-carboxylate in 5 ml. of methylene chloride was added .085 ml. of pyridine and 0.205 g. of phosphorous pentachloride. The reaction mixture was allowed to stir for two hours at room temperature. After cooling the reaction mixture briefly in an ice bath 0.425 ml. of isobutanol was added. After allowing the reaction mixture to stir at room temperature for one hour n-hexane was added dropwise causing a precipitate which,... Run at time 2 hour. Reactants: concentrated intermediate, C(C)(=O)C=1C=CC(=C(C1)N=C1SCC(N1CC1=CC=CC=C1)=O)NCC (2-(5-acetyl-2-ethylamino-phenylimino)-3-benzyl-thiazolidin-4-one), CN1CCNCC1 (1-methylpiperazine), COC(N(C)C)OC (N,N-dimethylformamide dimethyl acetal). The solvent is C1(=CC=CC=C1)C (toluene). Conditions: temperature 100 celsius, time 3 hour. The product is C(C)(=O)C=1C=CC(=C(C1)N=C1SC(C(N1CC1=CC=CC=C1)=O)=CN1CCN(CC1)C)NCC (2-(5-acetyl-2-ethylamino-phenylimino)-3-benzyl-5-(4-methylpiperazin-1-ylmethylene)-thiazolidin-4-one). The yield is 78.0%. As a reaction SMILES: [CH3:1][N:2]1[CH2:7][CH2:6][NH:5][CH2:4][CH2:3]1.[C:8]([C:11]1[CH:12]=[CH:13][C:14]([NH:31][CH2:32][CH3:33])=[C:15]([N:17]=[C:18]2[N:22]([CH2:23][C:24]3[CH:29]=[CH:28][CH:27]=[CH:26][CH:25]=3)[C:21](=[O:30])[CH2:20][S:19]2)[CH:16]=1)(=[O:10])[CH3:9].[CH3:34]OC(OC)N(C)C>C1(C)C=CC=CC=1>[C:8]([C:11]1[CH:12]=[CH:13][C:14]([NH:31][CH2:32][CH3:33])=[C:15]([N:17]=[C:18]2[N:22]([CH2:23][C:24]3[CH:25]=[CH:26][CH:27]=[CH:28][CH:29]=3)[C:21](=[O:30])[C:20](=[CH:1][N:2]3[CH2:7][CH2:6][N:5]([CH3:34])[CH2:4][CH2:3]3)[S:19]2)[CH:16]=1)(=[O:10])[CH3:9]. Procedure details: A mixture of 1-methylpiperazine (0.22 mL, 2.0 mmol) in N,N-dimethylformamide dimethyl acetal (1.5 mL) was heated at 100° C. After 3 h, the mixture was concentrated under reduced pressure and diluted with toluene (2 cycles), and then concentrated under vacuum. Next an aliquot (80 μL) of the concentrated intermediate was added to a solution of 2-(5-acetyl-2-ethylamino-phenylimino)-3-benzyl-thiazolidin-4-one (60 mg, 0.16 mmol) in toluene (1.0 mL, anhyd). After heating at 120° C. for 1 h, the mixtur...